Dataset: the Open Reaction Database (ORD), a public repository of structured organic reaction records. Task: describe an organic reaction: reactants, conditions, products, and yield Reactants: CC(C)CCN(Cc1ccc(Oc2ccc3c(c2)OC(C)(C)OC3=O)c(F)c1)C(=O)OC(C)(C)C, CC(C)O, N. Product: CC(C)CCN(Cc1ccc(Oc2ccc(C(N)=O)c(O)c2)c(F)c1)C(=O)OC(C)(C)C. As a reaction SMILES: [C:1]([CH3:2])([CH3:3])([CH3:4])[O:5][C:6]([N:7]([CH2:8][CH2:9][CH:10]([CH3:11])[CH3:12])[CH2:13][c:14]1[cH:15][c:16]([F:34])[c:17]([O:20][c:21]2[cH:22][c:23]3[c:24]([cH:32][cH:33]2)[C:25](=[O:27])[O:26][C:29]([CH3:30])([CH3:31])[O:28]3)[cH:18][cH:19]1)=[O:35].[CH:37]([OH:38])([CH3:39])[CH3:40].[NH3:36]>>[C:1]([CH3:2])([CH3:3])([CH3:4])[O:5][C:6]([N:7]([CH2:8][CH2:9][CH:10]([CH3:11])[CH3:12])[CH2:13][c:14]1[cH:15][c:16]([F:34])[c:17]([O:20][c:21]2[cH:22][c:23]([OH:28])[c:24]([C:25](=[O:26])[NH2:36])[cH:32][cH:33]2)[cH:18][cH:19]1)=[O:35].